Dataset: the Open Reaction Database (ORD), a public repository of structured organic reaction records. Task: describe an organic reaction: reactants, conditions, products, and yield Reactants: Cl.COC1=CC=C(C=C1)NN (4-methoxyphenyl hydrazine HCl), C(C)(C)(C)SCC(CC(C(=O)OC)(C)C)=O (methyl 5-(t-butylthio)-2,2-dimethyl-4-oxopentanoate). Run in CC(C)(C)O (tBuOH). Yields the product C(C)(C)(C)SC1=C(NC2=CC=C(C=C12)OC)CC(C(=O)OC)(C)C (Methyl 3-[3-(t-butylthio)-5-methoxy indol-2-yl]-2,2-dimethylpropanoate). Isolated yield 39.3%. Reaction SMILES: Cl.[CH3:2][O:3][C:4]1[CH:9]=[CH:8][C:7]([NH:10]N)=[CH:6][CH:5]=1.[C:12]([S:16][CH2:17][C:18](=O)[CH2:19][C:20]([CH3:26])([CH3:25])[C:21]([O:23][CH3:24])=[O:22])([CH3:15])([CH3:14])[CH3:13]>CC(O)(C)C>[C:12]([S:16][C:17]1[C:8]2[C:7](=[CH:6][CH:5]=[C:4]([O:3][CH3:2])[CH:9]=2)[NH:10][C:18]=1[CH2:19][C:20]([CH3:26])([CH3:25])[C:21]([O:23][CH3:24])=[O:22])([CH3:15])([CH3:14])[CH3:13] |f:0.1|. Procedure: A mixture containing 4-methoxyphenyl hydrazine HCl (70.66 g, 0.405 mol) and methyl 5-(t-butylthio)-2,2-dimethyl-4-oxopentanoate (99.54 g 0.405 mol) in tBuOH (400 ml) was heated at a gentle reflux for 48 hours. The mixture was allowed to cool to RT and the precipitated NH4Cl was removed by filtration. The residue was concentrated and fractionated on a plug of silica using EtOAc/hexane (1:3) as eluent. Evaporation of the appropriate fraction gave an orange-brown solid which was crystallized from E...